Dataset: the Open Reaction Database (ORD), a public repository of structured organic reaction records. Task: describe an organic reaction: reactants, conditions, products, and yield Reactants: OC[C@@H](C[C@@H]1N(C(OC1)(C)C)C(=O)OC(C)(C)C)CC=C ((S)-tert-butyl 4-((R)-2-(hydroxymethyl)pent-4-enyl)-2,2-dimethyloxazolidine-3-carboxylate), N1C=NC=C1 (imidazole), CC(C)(C)[Si](C)(C)Cl (TBSCl). Reagents/catalysts: CN(C)C=1C=CN=CC1 (DMAP). The solvent is C(Cl)Cl (CH2Cl2), C(Cl)Cl (CH2Cl2). Run at time 8 hour. Yields the product [Si](C)(C)(C(C)(C)C)OC[C@@H](C[C@@H]1N(C(OC1)(C)C)C(=O)OC(C)(C)C)CC=C ((S)-tert-butyl 4-((R)-2-((tert-butyldimethylsilyloxy)methyl)pent-4-enyl)-2,2-dimethyloxazolidine-3-carboxylate). Isolated yield 56.7%. RXN SMILES: [OH:1][CH2:2][C@H:3]([CH2:19][CH:20]=[CH2:21])[CH2:4][C@H:5]1[CH2:9][O:8][C:7]([CH3:11])([CH3:10])[N:6]1[C:12]([O:14][C:15]([CH3:18])([CH3:17])[CH3:16])=[O:13].N1C=CN=C1.[CH3:27][C:28]([Si:31](Cl)([CH3:33])[CH3:32])([CH3:30])[CH3:29]>CN(C1C=CN=CC=1)C.C(Cl)Cl>[Si:31]([O:1][CH2:2][C@H:3]([CH2:19][CH:20]=[CH2:21])[CH2:4][C@H:5]1[CH2:9][O:8][C:7]([CH3:11])([CH3:10])[N:6]1[C:12]([O:14][C:15]([CH3:18])([CH3:17])[CH3:16])=[O:13])([C:28]([CH3:30])([CH3:29])[CH3:27])([CH3:33])[CH3:32]. Reported procedure: To a solution of (S)-tert-butyl 4-((R)-2-(hydroxymethyl)pent-4-enyl)-2,2-dimethyloxazolidine-3-carboxylate (11.5 g, 38.4 mmol), imidazole (7.84 g, 115.2 mmol) and DMAP (234 mg, 1.92 mmol) in CH2Cl2 (200 mL) was added a solution of TBSCl (8.68 g, 57.6 mmol) in CH2Cl2 (100 mL) dropwise. The reaction mixture was stirred at rt for overnight. The reaction was washed with water (100 mL) and the aqueous layer was extracted with CH2Cl2 (3×100 mL), the combined organic layers was washed with brine (70 mL... The reactants are c1ccc(CNCc2ccccc2)cc1, C1COCCO1, CCCC=CB(O)O, Cc1cc2c(C=O)c(O)c(F)c(F)c2o1, O. Product: CCCC1C=Cc2c(c(F)c(F)c3oc(C)cc23)O1. Reaction SMILES: [CH2:24]([NH:25][CH2:26][c:27]1[cH:28][cH:29][cH:30][cH:31][cH:32]1)[c:33]1[cH:34][cH:35][cH:36][cH:37][cH:38]1.[CH2:40]1[O:41][CH2:42][CH2:43][O:44][CH2:45]1.[CH:16](=[CH:17][CH2:18][CH2:19][CH3:20])[B:21]([OH:22])[OH:23].[F:1][c:2]1[c:3]([F:15])[c:4]2[c:5]([cH:6][c:7]([CH3:9])[o:8]2)[c:10]([CH:13]=[O:14])[c:11]1[OH:12].[OH2:39]>>[F:1][c:2]1[c:3]([F:15])[c:4]2[c:5]([cH:6][c:7]([CH3:9])[o:8]2)[c:10]2[c:11]1[O:12][CH:17]([CH2:18][CH2:19][CH3:20])[CH:16]=[CH:13]2. Reaction SMILES: [OH:1][CH:2]1[CH2:7][CH2:6][N:5]([C:8]([O:10][CH2:11][C:12]2[CH:17]=[CH:16][CH:15]=[CH:14][CH:13]=2)=[O:9])[CH2:4][CH2:3]1.[CH3:18][O:19][CH2:20][CH2:21]Br.[OH-].[Na+].O>C1(C)C=CC=CC=1.[Br-].C([N+](CCCC)(CCCC)CCCC)CCC>[CH3:18][O:19][CH2:20][CH2:21][O:1][CH:2]1[CH2:3][CH2:4][N:5]([C:8]([O:10][CH2:11][C:12]2[CH:17]=[CH:16][CH:15]=[CH:14][CH:13]=2)=[O:9])[CH2:6][CH2:7]1 |f:2.3,6.7|. Run in C1(=CC=CC=C1)C (toluene). Reported procedure: To a solution of benzyl 4-hydroxy-1-piperidinecarboxylate (1.0 g) in toluene/aqueous 2N sodium hydroxide solution (10 mL/10 mL) was added tetrabutylammonium bromide (550 mg) and methoxyethyl bromide (1.2 mL) and the mixture was stirred at 60° C. for 2.5 hours and then stirred at 80° C. for 17 hours. To the reaction mixture was added sodium hydroxide (0.95 g) and methoxyethyl bromide (1.2 mL) and the mixture was stirred at 80° C. for 24 hours. After cooling to room temperature, to the reaction mi... Reaction conditions: temperature 60 celsius, time 2.5 hour. Isolated yield 21.0%. Yields the product COCCOC1CCN(CC1)C(=O)OCC1=CC=CC=C1 (benzyl 4-(2-methoxyethoxy)-1-piperidinecarboxylate). The reactants are OC1CCN(CC1)C(=O)OCC1=CC=CC=C1 (benzyl 4-hydroxy-1-piperidinecarboxylate), COCCBr (methoxyethyl bromide), O (water), [OH-].[Na+] (sodium hydroxide), COCCBr (methoxyethyl bromide). Reagents/catalysts: [Br-].C(CCC)[N+](CCCC)(CCCC)CCCC (tetrabutylammonium bromide).